This data is from the Open Reaction Database (ORD), a public repository of structured organic reaction records. The task is: describe an organic reaction: reactants, conditions, products, and yield Starting materials: COC(=O)c1ccc(OCc2cccc(C)n2)cc1F, CC1CCCN1CC1CCCN1. The product is Cc1cccc(COc2ccc(C(=O)N3CCCC3CN3CCCC3C)c(F)c2)n1. Reaction SMILES: [CH3:1][O:2][C:3]([c:4]1[c:5]([F:19])[cH:6][c:7]([O:10][CH2:11][c:12]2[n:13][c:14]([CH3:18])[cH:15][cH:16][cH:17]2)[cH:8][cH:9]1)=[O:20].[CH3:21][CH:22]1[N:23]([CH2:27][CH:28]2[NH:29][CH2:30][CH2:31][CH2:32]2)[CH2:24][CH2:25][CH2:26]1>>[C:3]([c:4]1[c:5]([F:19])[cH:6][c:7]([O:10][CH2:11][c:12]2[n:13][c:14]([CH3:18])[cH:15][cH:16][cH:17]2)[cH:8][cH:9]1)(=[O:20])[N:29]1[CH:28]([CH2:27][N:23]2[CH:22]([CH3:21])[CH2:26][CH2:25][CH2:24]2)[CH2:32][CH2:31][CH2:30]1.